This data is from the Open Reaction Database (ORD), a public repository of structured organic reaction records. The task is: describe an organic reaction: reactants, conditions, products, and yield Starting materials: ClC=1C=C(C=CC1C#N)C1=NN(C=C1)C[C@H](C)NC(=O)C=1N=C(NC1)C ((S)—N-{1-[3-(3-chloro-4-cyanophenyl)-1H-pyrazol-1-yl]propan-2-yl}-2-methyl-1H-imidazole-4-carboxamide), C(=C)C(=O)C (methyl vinyl ketone). The product is ClC=1C=C(C=CC1C#N)C1=NN(C=C1)C[C@H](C)NC(=O)C=1N=C(N(C1)CCC(C)=O)C ((S)—N-{1-[3-(3-Chloro-4-cyanophenyl)-1H-pyrazol-1-yl]propan-2-yl}-2-methyl-1-(3-oxobutyl)-1H-imidazole-4-carboxamide). As a reaction SMILES: [Cl:1][C:2]1[CH:3]=[C:4]([C:10]2[CH:14]=[CH:13][N:12]([CH2:15][C@@H:16]([NH:18][C:19]([C:21]3[N:22]=[C:23]([CH3:26])[NH:24][CH:25]=3)=[O:20])[CH3:17])[N:11]=2)[CH:5]=[CH:6][C:7]=1[C:8]#[N:9].[CH:27]([C:29]([CH3:31])=[O:30])=[CH2:28]>>[Cl:1][C:2]1[CH:3]=[C:4]([C:10]2[CH:14]=[CH:13][N:12]([CH2:15][C@@H:16]([NH:18][C:19]([C:21]3[N:22]=[C:23]([CH3:26])[N:24]([CH2:28][CH2:27][C:29](=[O:30])[CH3:31])[CH:25]=3)=[O:20])[CH3:17])[N:11]=2)[CH:5]=[CH:6][C:7]=1[C:8]#[N:9]. Procedure details: (S)—N-{1-[3-(3-Chloro-4-cyanophenyl)-1H-pyrazol-1-yl]propan-2-yl}-2-methyl-1-(3-oxobutyl)-1H-imidazole-4-carboxamide was prepared using the method of the previous Example starting from (S)—N-{1-[3-(3-chloro-4-cyanophenyl)-1H-pyrazol-1-yl]propan-2-yl}-2-methyl-1H-imidazole-4-carboxamide and methyl vinyl ketone. 1H NMR (400 MHz, CDCl3): 1.21 (3H, d), 2.17 (3H, s), 2.44 (3H, s), 2.89 (2H, t), 4.13 (2H, t), 4.29 (1H, distorted dd), 4.38 (1H, distorted dd), 4.55 (1H, m), 6.60 (1H, d), 7.44 (1H, s), 7... The reactants are ClC=1C=C(C=2NC(C3=C(N(C2N1)CC)N=CC=C3)=O)C (2-chloro-5,11-dihydro-11-ethyl-4-methyl-6H-dipyrido[3,2-b:2',3'-e][1,4]diazepin-6-one), C(O)CN (ethanolamine). Product: C(C)N1C2=C(NC(C3=C1N=CC=C3)=O)C(=CC(=N2)NCCO)C (5,11-Dihydro-11-ethyl-2-(2-hydroxyethyl)amino-4-methyl-6H-dipyrido[3,2-b:2',3'-e][1,4]diazepin-6-one). Reaction SMILES: Cl[C:2]1[CH:3]=[C:4]([CH3:20])[C:5]2[NH:6][C:7](=[O:19])[C:8]3[CH:18]=[CH:17][CH:16]=[N:15][C:9]=3[N:10]([CH2:13][CH3:14])[C:11]=2[N:12]=1.[CH2:21]([CH2:23][NH2:24])[OH:22]>>[CH2:13]([N:10]1[C:9]2[N:15]=[CH:16][CH:17]=[CH:18][C:8]=2[C:7](=[O:19])[NH:6][C:5]2[C:4]([CH3:20])=[CH:3][C:2]([NH:24][CH2:23][CH2:21][OH:22])=[N:12][C:11]1=2)[CH3:14]. Procedure: The title compound, m.p. 241°-244° C., was synthesized from 2-chloro-5,11-dihydro-11-ethyl-4-methyl-6H-dipyrido[3,2-b:2',3'-e][1,4]diazepin-6-one and ethanolamine using procedures analogous to those described above, except that the mixture was heated in a pressure bottle at 260° C. for 50 min., and the product was crystallized from chloroform/ethanol. The reactants are COC1=CC(=C(C(=C1)C)S(=O)(=O)N(C)CC1=NN=C(O1)C(=O)OC)C (methyl 5-({[(4-methoxy-2,6-dimethylphenyl)sulfonyl](methyl)amino}methyl)-1,3,4-oxadiazole-2-carboxylate), CN(C1CN(CC1)CC1=CC=C(C=C1)CNC)C (N,N-dimethyl-1-{4-[(methylamino)methyl]benzyl}pyrrolidin-3-amine), C[Al](C)C (trimethylaluminium). Solvent: ClCCCl (DCE). The product is CN(C1CN(CC1)CC1=CC=C(CN(C(=O)C=2OC(=NN2)CN(C)S(=O)(=O)C2=C(C=C(C=C2C)OC)C)C)C=C1)C (N-(4-{[3-(Dimethylamino)pyrrolidin-1-yl]methyl}benzyl)-5-({[(4-methoxy-2,6-dimethylphenyl)sulfonyl](methyl)amino}methyl)-N-methyl-1,3,4-oxadiazole-2-carboxamide). Reaction SMILES: [CH3:1][O:2][C:3]1[CH:8]=[C:7]([CH3:9])[C:6]([S:10]([N:13]([CH2:15][C:16]2[O:20][C:19]([C:21](OC)=[O:22])=[N:18][N:17]=2)[CH3:14])(=[O:12])=[O:11])=[C:5]([CH3:25])[CH:4]=1.[CH3:26][N:27]([CH3:43])[CH:28]1[CH2:32][CH2:31][N:30]([CH2:33][C:34]2[CH:39]=[CH:38][C:37]([CH2:40][NH:41][CH3:42])=[CH:36][CH:35]=2)[CH2:29]1.C[Al](C)C>ClCCCl>[CH3:43][N:27]([CH3:26])[CH:28]1[CH2:32][CH2:31][N:30]([CH2:33][C:34]2[CH:39]=[CH:38][C:37]([CH2:40][N:41]([CH3:42])[C:21]([C:19]3[O:20][C:16]([CH2:15][N:13]([S:10]([C:6]4[C:7]([CH3:9])=[CH:8][C:3]([O:2][CH3:1])=[CH:4][C:5]=4[CH3:25])(=[O:11])=[O:12])[CH3:14])=[N:17][N:18]=3)=[O:22])=[CH:36][CH:35]=2)[CH2:29]1. Reported procedure: The title compound was prepared according to general procedure AT using methyl 5-({[(4-methoxy-2,6-dimethylphenyl)sulfonyl](methyl)amino}methyl)-1,3,4-oxadiazole-2-carboxylate (30 mg, 0.08 mmol), N,N-dimethyl-1-{4-[(methylamino)methyl]benzyl}pyrrolidin-3-amine (32 mg, 0.13 mmol) and trimethylaluminium (2 M in toluene, 0.08 mL) in DCE (5 mL). A portion of the crude product was purified using prep method D to afford the title compound.